Task: describe an organic reaction: reactants, conditions, products, and yield. Dataset: the Open Reaction Database (ORD), a public repository of structured organic reaction records The reactants are Br.N1(CCCCC1)CC=1C=C(SCCCN2C(C=3C(C2=O)=CC=CC3)=O)C=CC1 (N-{3-[3-(piperidinomethyl)thiophenoxy]propyl}phthalimide hydrobromide), O.NN (hydrazine hydrate). Run in CCOCC (ether), C(C)O (ethanol). Yields the product N1(CCCCC1)CC=1C=C(SCCCN)C=CC1 (3-(3-Piperidinomethylthiophenoxy)propylamine). Isolated yield 44.4%. Reaction SMILES: Br.[N:2]1([CH2:8][C:9]2[CH:10]=[C:11]([CH:27]=[CH:28][CH:29]=2)[S:12][CH2:13][CH2:14][CH2:15][N:16]2C(=O)C3=CC=CC=C3C2=O)[CH2:7][CH2:6][CH2:5][CH2:4][CH2:3]1.O.NN>C(O)C.CCOCC>[N:2]1([CH2:8][C:9]2[CH:10]=[C:11]([CH:27]=[CH:28][CH:29]=2)[S:12][CH2:13][CH2:14][CH2:15][NH2:16])[CH2:7][CH2:6][CH2:5][CH2:4][CH2:3]1 |f:0.1,2.3|. Reported procedure: To a solution of N-{3-[3-(piperidinomethyl)thiophenoxy]propyl}phthalimide hydrobromide (58.0 g, 0.12 mole) [prepared in Step A] in 1650 mL of 95% ethanol was added hydrazine hydrate (26.9 g, 0.54 mole) and the reaction mixture was heated at 45° for 4.5 hours. The mixture was diluted with 500 mL of ether, filtered and the filtrate evaporated to dryness to give the title compound as an amber oil (14.1 g). An aliquot was distilled to a colorless oil, b.p. 154°-155°/0.15 mm Hg. Starting materials: COC(C1=C(C=C(C(=C1)[N+](=O)[O-])OCC)N)=O (2-amino-4-ethoxy-5-nitrobenzoic acid methyl ester), COC(N(C)C)OC (N,N-dimethylformamide dimethyl acetal), C(C)(C)(C)OC(CC#N)=O (t-butylcyanoacetate). The solvent is C(C)(C)(C)O (t-butanol). Reaction conditions: temperature 28.5 celsius, time 2 hour. Product: C(C)(C)(C)OC(C(=CNC1=C(C=C(C(=C1)OCC)[N+](=O)[O-])C(=O)OC)C#N)=O (2-Cyano-3-(5′-ethoxy-2′-methoxycarbonyl-4′-nitrophenyl)amino-2-propenoic acid t-butyl ester). Isolated yield 100.1%. RXN SMILES: [CH3:1][O:2][C:3](=[O:17])[C:4]1[CH:9]=[C:8]([N+:10]([O-:12])=[O:11])[C:7]([O:13][CH2:14][CH3:15])=[CH:6][C:5]=1[NH2:16].[CH3:18]OC(OC)N(C)C.[C:26]([O:30][C:31](=[O:35])[CH2:32][C:33]#[N:34])([CH3:29])([CH3:28])[CH3:27]>C(O)(C)(C)C>[C:26]([O:30][C:31](=[O:35])[C:32]([C:33]#[N:34])=[CH:18][NH:16][C:5]1[CH:6]=[C:7]([O:13][CH2:14][CH3:15])[C:8]([N+:10]([O-:12])=[O:11])=[CH:9][C:4]=1[C:3]([O:2][CH3:1])=[O:17])([CH3:29])([CH3:28])[CH3:27]. Procedure details: A 3-L round-bottomed flask under N2 equipped with an overhead stirrer, a condenser and a thermocouple is charged with 2-amino-4-ethoxy-5-nitrobenzoic acid methyl ester (100 g, 0.416 mol) and N,N-dimethylformamide dimethyl acetal (59.5 g, 0.499 mol) and t-butanol (800 mL). The reaction mixture is heated to reflux for 1.5 h. The reaction mixture is cooled to 22 to 35° C. and the t-butylcyanoacetate (117 g, 0.832 mol) added. The reaction mixture is stirred at 20 to 30° C. for 2 h. The precipitate i...